This data is from the Open Reaction Database (ORD), a public repository of structured organic reaction records. The task is: describe an organic reaction: reactants, conditions, products, and yield Starting materials: [OH-].[Na+] (sodium hydroxide), C(C1=CC=CC=C1)(C1=CC=CC=C1)O (Benzhydrol), NC1(CCCC1)CO (1-aminocyclopentane-1-methanol), FC(C(=O)O)(F)F (trifluoroacetic acid). The solvent is O1CCOCC1 (dioxane), C(Cl)Cl (methylene chloride). Run at time 3 hour. Yields the product NC1(CCCC1)COC(C1=CC=CC=C1)C1=CC=CC=C1 (1-Amino-1-diphenylmethoxymethylcyclopentane). Reaction SMILES: [CH:1]([OH:14])([C:8]1[CH:13]=[CH:12][CH:11]=[CH:10][CH:9]=1)[C:2]1[CH:7]=[CH:6][CH:5]=[CH:4][CH:3]=1.[NH2:15][C:16]1([CH2:21]O)[CH2:20][CH2:19][CH2:18][CH2:17]1.FC(F)(F)C(O)=O.[OH-].[Na+]>C(Cl)Cl.O1CCOCC1>[NH2:15][C:16]1([CH2:21][O:14][CH:1]([C:8]2[CH:9]=[CH:10][CH:11]=[CH:12][CH:13]=2)[C:2]2[CH:7]=[CH:6][CH:5]=[CH:4][CH:3]=2)[CH2:20][CH2:19][CH2:18][CH2:17]1 |f:3.4|. Procedure: Benzhydrol (1.6 g) was added in one portion to a solution of 1-aminocyclopentane-1-methanol (1.0 g) and trifluoroacetic acid (3.5 ml) in methylene chloride (10 ml) and the mixture was stirred at room temperature for 3 hours and then treated with dioxane (10 ml) and 4M aqueous sodium hydroxide solution. The mixture was stirred at room temperature for 30 minutes and evaporated. The residue was partitioned between water and ether and the organic layer was extracted into 2M hydrochloric acid. The ac... Starting materials: COC=1C=CC(=C2C=C(OC21)C2OCCC2)C(=O)O (7-methoxy-2-(tetrahydrofuran-2-yl)-benzofuran-4-carboxylic acid), CC1=NOC(=C1N)C (3,5-dimethylisoxazol-4-ylamine). The product is CC1=NOC(=C1NC(=O)C=1C=CC(=C2C1C=C(O2)C2OCCC2)OC)C (7-Methoxy-2-(tetrahydrofuran-2-yl)-benzofuran-4-carboxylic Acid (3,5-dimethylisoxazol-4-yl)-amide). The yield is 66.8%. Reaction SMILES: [CH3:1][O:2][C:3]1[CH:4]=[CH:5][C:6]([C:17]([OH:19])=O)=[C:7]2[C:11]=1[O:10][C:9]([CH:12]1[CH2:16][CH2:15][CH2:14][O:13]1)=[CH:8]2.[CH3:20][C:21]1[C:25]([NH2:26])=[C:24]([CH3:27])[O:23][N:22]=1>>[CH3:20][C:21]1[C:25]([NH:26][C:17]([C:6]2[CH:5]=[CH:4][C:3]([O:2][CH3:1])=[C:11]3[O:10][C:9]([CH:12]4[CH2:16][CH2:15][CH2:14][O:13]4)=[CH:8][C:7]=23)=[O:19])=[C:24]([CH3:27])[O:23][N:22]=1. Procedure details: Starting from 7-methoxy-2-(tetrahydrofuran-2-yl)-benzofuran-4-carboxylic acid (262 mg) and 3,5-dimethylisoxazol-4-ylamine (120 mg). Purification by column chromatography on silica eluting with 30% ethyl acetate in hexane afforded the title compound as an off-white solid (238 mg). Starting materials: C(C)(C)(C)C(=O)N1CCN(CC1)[C@@H]1CC[C@H](CC1)N1C(NC2=C1C=CC=C2)=O (1,3-dihydro-1-{trans-4-[4-(tert--butylcarbonyl)piperazin-1-yl]-1-cyclohexyl}-2H-benzimidazol-2-one), [OH-].[Na+] (NaOH). Run in Cl (HCl). Yields the product N1(CCNCC1)[C@@H]1CC[C@H](CC1)N1C(NC2=C1C=CC=C2)=O (1,3-dihydro-1-{trans-4-[1-piperazinyl]-1-cyclohexyl}-2H-benzimidazol-2-one). Isolated yield 68.9%. RXN SMILES: C(C([N:7]1[CH2:12][CH2:11][N:10]([C@H:13]2[CH2:18][CH2:17][C@H:16]([N:19]3[C:23]4[CH:24]=[CH:25][CH:26]=[CH:27][C:22]=4[NH:21][C:20]3=[O:28])[CH2:15][CH2:14]2)[CH2:9][CH2:8]1)=O)(C)(C)C.[OH-].[Na+]>Cl>[N:10]1([C@H:13]2[CH2:18][CH2:17][C@H:16]([N:19]3[C:23]4[CH:24]=[CH:25][CH:26]=[CH:27][C:22]=4[NH:21][C:20]3=[O:28])[CH2:15][CH2:14]2)[CH2:9][CH2:8][NH:7][CH2:12][CH2:11]1 |f:1.2|. Procedure details: A stirred solution of 0.52 g of 1,3-dihydro-1-{trans-4-[4-(tert--butylcarbonyl)piperazin-1-yl]-1-cyclohexyl}-2H-benzimidazol-2-one in 15 mL of 1N HCl was heated to reflux for 1 h, cooled and basified with 6N NaOH. The basic mixture was extracted with 2×50 mL portions of chloroform. The combined organic extracts were dried over MgSO4 and concentrated under reduced pressure. After drying overnight under vacuum, there was obtained 0.28 g of 1,3-dihydro-1-{trans-4-[1-piperazinyl]-1-cyclohexyl}-2H-be...